The task is: describe an organic reaction: reactants, conditions, products, and yield. This data is from the Open Reaction Database (ORD), a public repository of structured organic reaction records. Reactants: NC(C([C@@H](C)NC=1C=2N(N=CC1C(=O)N)C=C(C2)Br)(C)C)=O ((R)-4-((4-amino-3,3-dimethyl-4-oxobutane-2-yl)amino)-6-bromopyrrolo[1,2-b]pyridazine-3-carboxamide), O (water), COC1=CC=C(C=C1)B(O)O (4-methoxyphenylboronic acid), C([O-])([O-])=O.[Na+].[Na+] (sodium carbonate). Reagents/catalysts: C1=CC=C(C=C1)P(C2=CC=CC=C2)C3=CC=CC=C3.C1=CC=C(C=C1)P(C2=CC=CC=C2)C3=CC=CC=C3.Cl[Pd]Cl (PdCl2(TPP)2). Solvent: C(C)#N (acetonitrile). Conditions: temperature 100 celsius, time 30 minute. Product: NC(C([C@@H](C)NC=1C=2N(N=CC1C(=O)N)C=C(C2)C2=CC=C(C=C2)OC)(C)C)=O ((R)-4-((4-amino-3,3-dimethyl-4-oxobutane-2-yl)amino)-6-(4-methoxyphenyl)pyrrolo[1,2-b]pyridazine-3-carboxamide), solid. Yield: 29.8%. Reaction SMILES: [NH2:1][C:2](=[O:22])[C:3]([CH3:21])([CH3:20])[C@H:4]([NH:6][C:7]1[C:8]2[N:9]([CH:16]=[C:17](Br)[CH:18]=2)[N:10]=[CH:11][C:12]=1[C:13]([NH2:15])=[O:14])[CH3:5].O.[CH3:24][O:25][C:26]1[CH:31]=[CH:30][C:29](B(O)O)=[CH:28][CH:27]=1.C(=O)([O-])[O-].[Na+].[Na+]>C(#N)C.C1C=CC(P(C2C=CC=CC=2)C2C=CC=CC=2)=CC=1.C1C=CC(P(C2C=CC=CC=2)C2C=CC=CC=2)=CC=1.Cl[Pd]Cl>[NH2:1][C:2](=[O:22])[C:3]([CH3:21])([CH3:20])[C@H:4]([NH:6][C:7]1[C:8]2[N:9]([CH:16]=[C:17]([C:29]3[CH:30]=[CH:31][C:26]([O:25][CH3:24])=[CH:27][CH:28]=3)[CH:18]=2)[N:10]=[CH:11][C:12]=1[C:13]([NH2:15])=[O:14])[CH3:5] |f:3.4.5,7.8.9|. Procedure details: (R)-4-((4-amino-3,3-dimethyl-4-oxobutane-2-yl)amino)-6-bromopyrrolo[1,2-b]pyridazine-3-carboxamide (50 mg, 0.136 mmol) was taken in a sealed tube contained in acetonitrile (8 mL) and water (0.8 ml) mixture was added 4-methoxyphenylboronic acid (37.1 mg, 0.204 mmol), sodium carbonate (43.2 mg, 0.407 mmol). The reaction was degassed for 10 min. Next, PdCl2(TPP)2 (14.90 mg, 0.020 mmol) was added and the reaction mixture was heated to 100° C. and stirred for 30 min. After completion of reaction, it ... The reactants are CCOCC(=O)Cl, ClCCl, Cc1nc(Oc2ccccc2)c(N)c(NCCCCNC(=O)OC(C)(C)C)c1C. The product is CCOCC(=O)Nc1c(Oc2ccccc2)nc(C)c(C)c1NCCCCNC(=O)OC(C)(C)C. As a reaction SMILES: [CH2:30]([CH3:31])[O:32][CH2:33][C:34](=[O:35])[Cl:36].[Cl:37][CH2:38][Cl:39].[NH2:1][c:2]1[c:3]([O:23][c:24]2[cH:25][cH:26][cH:27][cH:28][cH:29]2)[n:4][c:5]([CH3:22])[c:6]([CH3:21])[c:7]1[NH:8][CH2:9][CH2:10][CH2:11][CH2:12][NH:13][C:14]([O:15][C:16]([CH3:17])([CH3:18])[CH3:19])=[O:20]>>[NH:1]([c:2]1[c:3]([O:23][c:24]2[cH:25][cH:26][cH:27][cH:28][cH:29]2)[n:4][c:5]([CH3:22])[c:6]([CH3:21])[c:7]1[NH:8][CH2:9][CH2:10][CH2:11][CH2:12][NH:13][C:14]([O:15][C:16]([CH3:17])([CH3:18])[CH3:19])=[O:20])[C:34]([CH2:33][O:32][CH2:30][CH3:31])=[O:35]. The reactants are CO, Cl, CC(C)(C)OC(=O)N1CCC(Oc2cccc3c2ccn3S(=O)(=O)c2ccccc2)C1. Yields the product Cl, O=S(=O)(c1ccccc1)n1ccc2c(OC3CCNC3)cccc21. Reaction SMILES: [CH3:33][OH:34].[ClH:32].[c:1]1([S:7](=[O:8])(=[O:9])[n:10]2[cH:11][cH:12][c:13]3[c:14]([O:19][CH:20]4[CH2:21][N:22]([C:25]([O:26][C:27]([CH3:28])([CH3:29])[CH3:30])=[O:31])[CH2:23][CH2:24]4)[cH:15][cH:16][cH:17][c:18]23)[cH:2][cH:3][cH:4][cH:5][cH:6]1>>[ClH:32].[c:1]1([S:7](=[O:8])(=[O:9])[n:10]2[cH:11][cH:12][c:13]3[c:14]([O:19][CH:20]4[CH2:21][NH:22][CH2:23][CH2:24]4)[cH:15][cH:16][cH:17][c:18]23)[cH:2][cH:3][cH:4][cH:5][cH:6]1.